This data is from the Open Reaction Database (ORD), a public repository of structured organic reaction records. The task is: describe an organic reaction: reactants, conditions, products, and yield The reactants are C(C)OC(CCN1C(=C(C(=C1C1=CC=C(C=C1)F)C1=CC=CC=C1)C(=O)NC1=CC=CC=C1)C(C)C)OCC (1-(3,3-diethoxypropyl)-5-(4-fluorophenyl)-2-(1-methylethyl)-N,4-diphenyl- 1 H-pyrrole-3-carboxamide), Cl (hydrochloric acid). Run in CC(=O)C (acetone). The product is FC1=CC=C(C=C1)C1=C(C(=C(N1CCC=O)C(C)C)C(=O)NC1=CC=CC=C1)C1=CC=CC=C1 (5-(4-fluorophenyl)-2-(1-methylethyl)-1-(3-oxopropyl)-N,4-diphenyl-1 H-pyrrole-3-carboxamide). Isolated yield 94.3%. RXN SMILES: C([O:3][CH:4](OCC)[CH2:5][CH2:6][N:7]1[C:11]([C:12]2[CH:17]=[CH:16][C:15]([F:18])=[CH:14][CH:13]=2)=[C:10]([C:19]2[CH:24]=[CH:23][CH:22]=[CH:21][CH:20]=2)[C:9]([C:25]([NH:27][C:28]2[CH:33]=[CH:32][CH:31]=[CH:30][CH:29]=2)=[O:26])=[C:8]1[CH:34]([CH3:36])[CH3:35])C.Cl>CC(C)=O>[F:18][C:15]1[CH:14]=[CH:13][C:12]([C:11]2[N:7]([CH2:6][CH2:5][CH:4]=[O:3])[C:8]([CH:34]([CH3:36])[CH3:35])=[C:9]([C:25]([NH:27][C:28]3[CH:29]=[CH:30][CH:31]=[CH:32][CH:33]=3)=[O:26])[C:10]=2[C:19]2[CH:24]=[CH:23][CH:22]=[CH:21][CH:20]=2)=[CH:17][CH:16]=1. Procedure details: To a nitrogen purged flask fitted with an overhead stirrer, a thermometer, and a condenser is added 20 kg (37.8 mol) of 1-(3,3-diethoxypropyl)-5-(4-fluorophenyl)-2-(1-methylethyl)-N,4-diphenyl- 1 H-pyrrole-3-carboxamide along with 200 L of acetone. The solution is stirred and 100 L of 2N hydrochloric acid solution is added. The mixture is heated to reflux for four hours then cooled to 50° C.±5° C., seeded, and cooled to 0° C.±5° C. The produce is collected by filtration, washed with 100 L 2-prop... Reactants: C(CC)C1=NC2=C(N1CC1=CC=C(C=C1)C1=C(C=CC=C1)C#N)C=C(C=C2C)C=2N=C1N(C=CC=C1)C2 (4'-[[2-n-propyl-4-methyl-6-(imidazo[1,2-a]pyridin-2-yl)-benzimidazol-1-yl]-methyl]-2-cyano-biphenyl), [N-]=[N+]=[N-].[Na+] (sodium azide). Solvent: CN(C=O)C (dimethylformamide). The product is C(CC)C1=NC2=C(N1CC1=CC=C(C=C1)C1=C(C=CC=C1)C1=NN=NN1)C=C(C=C2C)C=2N=C1N(C=CC=C1)C2 (4'-[[2-n-Propyl-4-methyl-6-(imidazo[1,2-a]pyridin-2-yl)-benzimidazol-1-yl]-methyl]-2-(1H-tetrazol-5-yl)-biphenyl). Reaction SMILES: [CH2:1]([C:4]1[N:8]([CH2:9][C:10]2[CH:15]=[CH:14][C:13]([C:16]3[CH:21]=[CH:20][CH:19]=[CH:18][C:17]=3[C:22]#[N:23])=[CH:12][CH:11]=2)[C:7]2[CH:24]=[C:25]([C:29]3[N:30]=[C:31]4[CH:36]=[CH:35][CH:34]=[CH:33][N:32]4[CH:37]=3)[CH:26]=[C:27]([CH3:28])[C:6]=2[N:5]=1)[CH2:2][CH3:3].[N-:38]=[N+:39]=[N-:40].[Na+]>CN(C)C=O>[CH2:1]([C:4]1[N:8]([CH2:9][C:10]2[CH:15]=[CH:14][C:13]([C:16]3[CH:21]=[CH:20][CH:19]=[CH:18][C:17]=3[C:22]3[NH:40][N:39]=[N:38][N:23]=3)=[CH:12][CH:11]=2)[C:7]2[CH:24]=[C:25]([C:29]3[N:30]=[C:31]4[CH:36]=[CH:35][CH:34]=[CH:33][N:32]4[CH:37]=3)[CH:26]=[C:27]([CH3:28])[C:6]=2[N:5]=1)[CH2:2][CH3:3] |f:1.2|. Procedure: Prepared analogously to Example 10 from 4'-[[2-n-propyl-4-methyl-6-(imidazo[1,2-a]pyridin-2-yl)-benzimidazol-1-yl]-methyl]-2-cyano-biphenyl and sodium azide in dimethylformamide. Reactants: CC(=O)OC1OC(C)C(OC(C)=O)C1OC(C)=O, CC(C)Nc1nc2c(F)c(Cl)c(Cl)cc2[nH]1, ClCCCl. Yields the product CC(=O)OC1C(C)OC(n2c(NC(C)C)nc3c(F)c(Cl)c(Cl)cc32)C1OC(C)=O. Reaction SMILES: [C:17]([O:18][CH:21]1[CH:22]([O:23][C:24]([CH3:25])=[O:26])[CH:27]([O:28][C:29]([CH3:30])=[O:31])[CH:32]([CH3:34])[O:33]1)(=[O:19])[CH3:20].[Cl:1][c:2]1[c:3]([F:16])[c:4]2[c:5]([nH:6][c:7]([NH:9][CH:10]([CH3:11])[CH3:12])[n:8]2)[cH:13][c:14]1[Cl:15].[Cl:35][CH2:36][CH2:37][Cl:38]>>[Cl:1][c:2]1[c:3]([F:16])[c:4]2[c:5]([n:6]([CH:21]3[CH:22]([O:23][C:24]([CH3:25])=[O:26])[CH:27]([O:28][C:29]([CH3:30])=[O:31])[CH:32]([CH3:34])[O:33]3)[c:7]([NH:9][CH:10]([CH3:11])[CH3:12])[n:8]2)[cH:13][c:14]1[Cl:15].